From a dataset of the Open Reaction Database (ORD), a public repository of structured organic reaction records. describe an organic reaction: reactants, conditions, products, and yield Starting materials: CCOC(C)=O, CC(=O)O, O=C1OCCC12Sc1cc([N+](=O)[O-])ccc1C2=O. Product: O=C1OCCC12Sc1cc(NO)ccc1C2=O. RXN SMILES: [CH3:19][CH2:20][O:21][C:22](=[O:23])[CH3:24].[CH3:25][C:26](=[O:27])[OH:28].[N+:1](=[O:2])([O-:3])[c:4]1[cH:5][cH:6][c:7]2[c:8]([cH:18]1)[S:9][C:10]1([C:11]2=[O:12])[C:13](=[O:17])[O:14][CH2:15][CH2:16]1>>[NH:1]([OH:2])[c:4]1[cH:5][cH:6][c:7]2[c:8]([cH:18]1)[S:9][C:10]1([C:11]2=[O:12])[C:13](=[O:17])[O:14][CH2:15][CH2:16]1. Reactants: BrC1=CC=C2OC=3CCCCC3C(C2=C1)=O (7-bromo-1,2,3,4-tetrahydro-9-xanthone), cuprous cyanide, CN1C(CCC1)=O (N-methyl-2-pyrrolidone), ferric chloride, Cl (hydrochloric acid). Solvent: O (water). Reaction conditions: temperature 190 celsius, time 2 hour. Product: O=C1C=2CCCCC2OC=2C=CC(=CC12)C#N (5,6,7,8-tetrahydro-9-oxo-xanthene-2-carbonitrile). Yield: 83.6%. Reaction SMILES: Br[C:2]1[CH:15]=[C:14]2[C:5]([O:6][C:7]3[CH2:8][CH2:9][CH2:10][CH2:11][C:12]=3[C:13]2=[O:16])=[CH:4][CH:3]=1.[CH3:17][N:18]1CCCC1=O.Cl>O>[O:16]=[C:13]1[C:14]2[CH:15]=[C:2]([C:17]#[N:18])[CH:3]=[CH:4][C:5]=2[O:6][C:7]2[CH2:8][CH2:9][CH2:10][CH2:11][C:12]1=2. Procedure: A mixture of 252.6 g of 7-bromo-1,2,3,4-tetrahydro-9-xanthone obtained in Example 1, 89.1 g of cuprous cyanide and 900 ml of N-methyl-2-pyrrolidone was heated with stirring for 2 hours at 190° C. and then allowed to cool to 80° C. To the reaction mixture was added a mixture of 300 g of ferric chloride, 450 ml of water and 80 ml of concentrated hydrochloric acid, and the resulting solution was agitated for 30 minutes. After allowing the reaction mixture to stand overnight, the deposited crystals ... Reactants: [N+](=O)([O-])C1=CC=C(C=C1)CC(=O)O ((4-Nitrophenyl)acetic acid), FC(C=1C=C(C(=O)N2CO[C@@](C2)(C2=CC=C(C=C2)F)CCN2CCC3(CC2)[C@H](CC2=CC=CC=C23)OCC(=O)N(CCCNC)C)C=C(C1)C(F)(F)F)(F)F (2-{[(2S)-1′-{2-[(5R)-3-[3,5-Bis(trifluoromethyl)benzoyl]-5-(4-fluorophenyl)-1,3-oxazolidin-5-yl]ethyl}-2,3-dihydrospiro[indene-1,4′-piperidin]-2-yl]oxy}-N-methyl-N-[3-(methylamino)propyl]acetamide). Product: FC(C=1C=C(C(=O)N2CO[C@@](C2)(C2=CC=C(C=C2)F)CCN2CCC3(CC2)[C@H](CC2=CC=CC=C23)OCC(=O)N(CCCN(C(CC2=CC=C(C=C2)[N+](=O)[O-])=O)C)C)C=C(C1)C(F)(F)F)(F)F (2-{[(2S)-1′-{2-[(5R)-3-[3,5-Bis(trifluoromethyl)benzoyl]-5-(4-fluorophenyl)-1,3-oxazolidin-5-yl]ethyl}-2,3-dihydrospiro[indene-1,4′-piperidin]-2-yl]oxy}-N-methyl-N-(3-{methyl[(4-nitrophenyl)acetyl]amino}propyl)acetamide). Isolated yield 94.2%. Reaction SMILES: [N+:1]([C:4]1[CH:9]=[CH:8][C:7]([CH2:10][C:11]([OH:13])=O)=[CH:6][CH:5]=1)([O-:3])=[O:2].[F:14][C:15]([F:68])([F:67])[C:16]1[CH:17]=[C:18]([CH:60]=[C:61]([C:63]([F:66])([F:65])[F:64])[CH:62]=1)[C:19]([N:21]1[CH2:25][C@@:24]([CH2:33][CH2:34][N:35]2[CH2:40][CH2:39][C:38]3([C:48]4[C:43](=[CH:44][CH:45]=[CH:46][CH:47]=4)[CH2:42][C@@H:41]3[O:49][CH2:50][C:51]([N:53]([CH3:59])[CH2:54][CH2:55][CH2:56][NH:57][CH3:58])=[O:52])[CH2:37][CH2:36]2)([C:26]2[CH:31]=[CH:30][C:29]([F:32])=[CH:28][CH:27]=2)[O:23][CH2:22]1)=[O:20]>>[F:66][C:63]([F:64])([F:65])[C:61]1[CH:60]=[C:18]([CH:17]=[C:16]([C:15]([F:14])([F:68])[F:67])[CH:62]=1)[C:19]([N:21]1[CH2:25][C@@:24]([CH2:33][CH2:34][N:35]2[CH2:36][CH2:37][C:38]3([C:48]4[C:43](=[CH:44][CH:45]=[CH:46][CH:47]=4)[CH2:42][C@@H:41]3[O:49][CH2:50][C:51]([N:53]([CH3:59])[CH2:54][CH2:55][CH2:56][N:57]([CH3:58])[C:11](=[O:13])[CH2:10][C:7]3[CH:6]=[CH:5][C:4]([N+:1]([O-:3])=[O:2])=[CH:9][CH:8]=3)=[O:52])[CH2:39][CH2:40]2)([C:26]2[CH:27]=[CH:28][C:29]([F:32])=[CH:30][CH:31]=2)[O:23][CH2:22]1)=[O:20]. Procedure: (4-Nitrophenyl)acetic acid (52 mg, 0.287 mmol) and the compound (186 mg, 0.239 mmol) obtained in Example 1k were used to give the title compound (212 mg; yield, 94%) as a colorless oily substance according to the method described in Example 41a.